The task is: describe an organic reaction: reactants, conditions, products, and yield. This data is from the Open Reaction Database (ORD), a public repository of structured organic reaction records. Reactants: Cc1nc(Br)sc1C(=O)NCc1ccc(F)cc1, O=c1cc(OCc2ccccc2)cc[nH]1. Product: Cc1nc(-n2ccc(OCc3ccccc3)cc2=O)sc1C(=O)NCc1ccc(F)cc1. As a reaction SMILES: [Br:16][c:17]1[s:18][c:19]([C:23](=[O:24])[NH:25][CH2:26][c:27]2[cH:28][cH:29][c:30]([F:33])[cH:31][cH:32]2)[c:20]([CH3:22])[n:21]1.[CH2:1]([c:2]1[cH:3][cH:4][cH:5][cH:6][cH:7]1)[O:8][c:9]1[cH:10][c:11](=[O:15])[nH:12][cH:13][cH:14]1>>[CH2:1]([c:2]1[cH:3][cH:4][cH:5][cH:6][cH:7]1)[O:8][c:9]1[cH:10][c:11](=[O:15])[n:12](-[c:17]2[s:18][c:19]([C:23](=[O:24])[NH:25][CH2:26][c:27]3[cH:28][cH:29][c:30]([F:33])[cH:31][cH:32]3)[c:20]([CH3:22])[n:21]2)[cH:13][cH:14]1. The reactants are C1CCOC1, Cc1nc(-c2ccc(N)cc2)no1, C[Si](C)(C)C#N, COc1cc(C=O)c(F)c2c1OCCCO2. The product is COc1cc(C(C#N)Nc2ccc(-c3noc(C)n3)cc2)c(F)c2c1OCCCO2. As a reaction SMILES: [CH2:36]1[O:37][CH2:38][CH2:39][CH2:40]1.[CH3:1][c:2]1[n:3][c:4](-[c:7]2[cH:8][cH:9][c:10]([NH2:13])[cH:11][cH:12]2)[n:5][o:6]1.[CH3:30][Si:31]([CH3:32])([CH3:33])[C:34]#[N:35].[F:14][c:15]1[c:16]([CH:28]=[O:29])[cH:17][c:18]([O:26][CH3:27])[c:19]2[c:25]1[O:24][CH2:23][CH2:22][CH2:21][O:20]2>>[CH3:1][c:2]1[n:3][c:4](-[c:7]2[cH:8][cH:9][c:10]([NH:13][CH:28]([c:16]3[c:15]([F:14])[c:25]4[c:19]([c:18]([O:26][CH3:27])[cH:17]3)[O:20][CH2:21][CH2:22][CH2:23][O:24]4)[C:34]#[N:35])[cH:11][cH:12]2)[n:5][o:6]1. The reactants are ClC1=C(C=CC(=C1Cl)OC)S (2,3-dichloro-4-methoxybenzenethiol), FC1=CC=C(C=C1)[N+](=O)[O-] (p-fluoronitrobenzene), C([O-])([O-])=O.[K+].[K+] (potassium carbonate), CN(C)C=O (DMF). The solvent is O (water). The product is ClC1=C(C=CC(=C1Cl)SC1=CC=C(C=C1)[N+](=O)[O-])OC (2,3-Dichloro-4-(p-nitrophenylsulfenyl)anisole). Reaction SMILES: [Cl:1][C:2]1[C:7]([Cl:8])=[C:6]([O:9][CH3:10])[CH:5]=[CH:4][C:3]=1[SH:11].F[C:13]1[CH:18]=[CH:17][C:16]([N+:19]([O-:21])=[O:20])=[CH:15][CH:14]=1.C(=O)([O-])[O-].[K+].[K+].CN(C=O)C>O>[Cl:8][C:7]1[C:2]([Cl:1])=[C:3]([S:11][C:13]2[CH:18]=[CH:17][C:16]([N+:19]([O-:21])=[O:20])=[CH:15][CH:14]=2)[CH:4]=[CH:5][C:6]=1[O:9][CH3:10] |f:2.3.4|. Procedure details: A mixture of 2,3-dichloro-4-methoxybenzenethiol (6.0 g., 0.024 mole), p-fluoronitrobenzene (3.04 ml., 0.029 mole) and anhydrous potassium carbonate (5.15 g., 0.038 mole) in 60 ml. of DMF was stirred at room temperature for 2 hours and then poured into water. The resulting solid product was filtered and washed well with ethanol to give 9.1 g. (96%), m.p. 236°-237°.